From a dataset of the Open Reaction Database (ORD), a public repository of structured organic reaction records. describe an organic reaction: reactants, conditions, products, and yield Reaction SMILES: [CH2:1]([c:2]1[cH:3][cH:4][cH:5][cH:6][cH:7]1)[O:8][c:9]1[c:10]([Cl:18])[cH:11][c:12]([N+:15]([O-:16])=[O:17])[cH:13][cH:14]1.[CH3:21][CH2:22][OH:23].[Cl-:19].[Fe:25].[NH4+:20].[OH2:24]>>[CH2:1]([c:2]1[cH:3][cH:4][cH:5][cH:6][cH:7]1)[O:8][c:9]1[c:10]([Cl:18])[cH:11][c:12]([NH2:15])[cH:13][cH:14]1. Starting materials: O=[N+]([O-])c1ccc(OCc2ccccc2)c(Cl)c1, CCO, [Cl-], [Fe], [NH4+], O. The product is Nc1ccc(OCc2ccccc2)c(Cl)c1. Starting materials: C(CCl)Cl (ethylene chloride), COC(=O)C=1N(S(C2=C(C1O)C=CC1=CC=CC=C12)(=O)=O)C (4-hydroxy-2-methyl-2H-naphtho [2,1-e]-1,2-thiazine-3-carboxylic acid methyl ester-1,1-dioxide), NC=1SC=CN1 (2-amino-thiazole). Run in C=1(C(=CC=CC1)C)C (xylene). The product is OC1=C(N(S(C2=C1C=CC1=CC=CC=C12)(=O)=O)C)C(=O)NC=1SC=CN1 (4-hydroxy-2-methyl-N-(2thiazolyl)-2H-naphtho[2,1-e]-1,2-thiazine-3-carboxamide-1,1-dioxide). Isolated yield 56.2%. As a reaction SMILES: C[O:2][C:3]([C:5]1[N:6]([CH3:22])[S:7](=[O:21])(=[O:20])[C:8]2[C:19]3[C:14](=[CH:15][CH:16]=[CH:17][CH:18]=3)[CH:13]=[CH:12][C:9]=2[C:10]=1[OH:11])=O.[NH2:23][C:24]1[S:25][CH:26]=[CH:27][N:28]=1.C(Cl)CCl>C1(C)C(C)=CC=CC=1>[OH:11][C:10]1[C:9]2[CH:12]=[CH:13][C:14]3[C:19]([C:8]=2[S:7](=[O:21])(=[O:20])[N:6]([CH3:22])[C:5]=1[C:3]([NH:23][C:24]1[S:25][CH:26]=[CH:27][N:28]=1)=[O:2])=[CH:18][CH:17]=[CH:16][CH:15]=3. Procedure details: 19.8 gm (0.062 mol) of 4-hydroxy-2-methyl-2H-naphtho [2,1-e]-1,2-thiazine-3-carboxylic acid methyl ester-1,1-dioxide were reacted with 9.3 gm (0.093 mol) of 2-amino-thiazole in 500 ml of xylene analogous to Example 1 and yielded 13.5 gm (56% of theory) of 4-hydroxy-2-methyl-N-(2thiazolyl)-2H-naphtho[2,1-e]-1,2-thiazine-3-carboxamide-1,1-dioxide, m.p. 248°-249° C (decomp.; from ethylene chloride). Starting materials: residue, C(C)(=O)[O-].[NH4+] (ammonium acetate), C(C)(C)(C)OC(=O)NCC#CC1=CC=C(C(=O)NCCC=2C=C3C(=CN(C3=CC2)C(=O)OC(C)(C)C)C(N)=S)C=C1 (t-Butyl 5-[2-[4-(3-t-butoxycarbonylaminoprop-1-ynyl)-benzoylamino]ethyl}-3-thiocarbamoyl-indole-1-carboxylate), CI (methyl iodide). The solvent is CO (MeOH), CC(=O)C (acetone). Run at time 15 minute. Yields the product C(C)(C)(C)OC(=O)NCC#CC1=CC=C(C(=O)NCCC=2C=C3C(=CN(C3=CC2)C(=O)OC(C)(C)C)C(N)=N)C=C1 (t-Butyl 5-[2-[4-(3-t-butoxycarbonylaminoprop-1-ynyl)-benzoylamino]ethyl}-3-carbamimidoyl-indole-1-carboxylate). As a reaction SMILES: [C:1]([O:5][C:6]([NH:8][CH2:9][C:10]#[C:11][C:12]1[CH:41]=[CH:40][C:15]([C:16]([NH:18][CH2:19][CH2:20][C:21]2[CH:22]=[C:23]3[C:27](=[CH:28][CH:29]=2)[N:26]([C:30]([O:32][C:33]([CH3:36])([CH3:35])[CH3:34])=[O:31])[CH:25]=[C:24]3[C:37](=S)[NH2:38])=[O:17])=[CH:14][CH:13]=1)=[O:7])([CH3:4])([CH3:3])[CH3:2].CI.C([O-])(=O)C.[NH4+:48]>CC(C)=O.CO>[C:1]([O:5][C:6]([NH:8][CH2:9][C:10]#[C:11][C:12]1[CH:41]=[CH:40][C:15]([C:16]([NH:18][CH2:19][CH2:20][C:21]2[CH:22]=[C:23]3[C:27](=[CH:28][CH:29]=2)[N:26]([C:30]([O:32][C:33]([CH3:36])([CH3:35])[CH3:34])=[O:31])[CH:25]=[C:24]3[C:37](=[NH:48])[NH2:38])=[O:17])=[CH:14][CH:13]=1)=[O:7])([CH3:4])([CH3:3])[CH3:2] |f:2.3|. Procedure: t-Butyl 5-[2-[4-(3-t-butoxycarbonylaminoprop-1-ynyl)-benzoylamino]ethyl}-3-thiocarbamoyl-indole-1-carboxylate (73 mg, 0.13 mmol, reference example 78) is dissolved in acetone (75 mL) and methyl iodide (5 mL) added. This mixture is heated to reflux. After 15 minutes, the solvent is removed in vacuo giving a yellow residue. MS (ion spray) m/e 591 (M+H+). The residue (80 mg, 0.13 mmol) is dissolved in MeOH (15 mL) and ammonium acetate (0.5 g) added and this mixture heated at reflux for 20 minutes. ... Starting materials: C(CC)(=O)Cl (Propanoyl chloride), [Br-].O[C@H]1C[C@@H]2CC[C@H]3[C@@H]4C[C@@H]([C@@H]([C@@]4(C)CC[C@@H]3[C@]2(C[C@@H]1N1CCOCC1)C)OC(CC)=O)[N+]1(CCCCC1)C (1-[(2β,3α,5α,16β,17β)-3-hydroxy-2(4-morpholinyl)-17-(1-oxopropoxy)-androstan-16-yl]-1-methylpiperidinium bromide). Solvent: ClCCl (dichloro-methane), ClCCl (dichloromethane). Conditions: time 20 hour. Product: [Br-].N1(CCOCC1)[C@@H]1[C@H](C[C@@H]2CC[C@H]3[C@@H]4C[C@@H]([C@@H]([C@@]4(C)CC[C@@H]3[C@]2(C1)C)OC(CC)=O)[N+]1(CCCCC1)C)OC(CC)=O (1-[(2β,3α,5α,16β,17β)-2-(4-morpholinyl)-3,17-bis(1-oxopropoxy)-androstan-16-yl]-1-methylpiperidinium bromide). RXN SMILES: [C:1](Cl)(=[O:4])[CH2:2][CH3:3].[Br-:6].[OH:7][C@@H:8]1[C@@H:25]([N:26]2[CH2:31][CH2:30][O:29][CH2:28][CH2:27]2)[CH2:24][C@@:23]2([CH3:32])[C@@H:10]([CH2:11][CH2:12][C@@H:13]3[C@@H:22]2[CH2:21][CH2:20][C@@:18]2([CH3:19])[C@H:14]3[CH2:15][C@H:16]([N+:38]3([CH3:44])[CH2:43][CH2:42][CH2:41][CH2:40][CH2:39]3)[C@@H:17]2[O:33][C:34](=[O:37])[CH2:35][CH3:36])[CH2:9]1>ClCCl>[Br-:6].[N:26]1([C@H:25]2[CH2:24][C@@:23]3([CH3:32])[C@@H:10]([CH2:11][CH2:12][C@@H:13]4[C@@H:22]3[CH2:21][CH2:20][C@@:18]3([CH3:19])[C@H:14]4[CH2:15][C@H:16]([N+:38]4([CH3:44])[CH2:39][CH2:40][CH2:41][CH2:42][CH2:43]4)[C@@H:17]3[O:33][C:34](=[O:37])[CH2:35][CH3:36])[CH2:9][C@@H:8]2[O:7][C:1](=[O:4])[CH2:2][CH3:3])[CH2:27][CH2:28][O:29][CH2:30][CH2:31]1 |f:1.2,4.5|. Reported procedure: Propanoyl chloride (5.24 ml) was added to a solution of 1-[(2β,3α,5α,16β,17β)-3-hydroxy-2(4-morpholinyl)-17-(1-oxopropoxy)-androstan-16-yl]-1-methylpiperidinium bromide (2.62 g) in dichloro-methane (33 ml) and the solution was set aside at room temperature for 20 h. The solution was evaporated to dryness under reduced pressure to give a gum, which was taken up in dichloromethane (15 ml) and purified by chromatography on alumina (Fluka type 5016A) (62 g) to give 1-[(2β,3α,5α,16β,17β)-2-(4-morphol... Starting materials: OCCCCSc1nc(Cl)ncc1Br, C1COCCO1, CC#N, CCO, Cl, Nc1ccc(S(N)(=O)=O)nc1, O. Product: NS(=O)(=O)c1ccc(Nc2ncc(Br)c(SCCCCO)n2)cn1. RXN SMILES: [Br:1][c:2]1[c:3]([S:9][CH2:10][CH2:11][CH2:12][CH2:13][OH:14])[n:4][c:5]([Cl:8])[n:6][cH:7]1.[CH2:31]1[O:32][CH2:33][CH2:34][O:35][CH2:36]1.[CH3:28][C:29]#[N:30].[CH3:37][CH2:38][OH:39].[ClH:26].[NH2:15][c:16]1[cH:17][cH:18][c:19]([S:22](=[O:23])(=[O:24])[NH2:25])[n:20][cH:21]1.[OH2:27]>>[Br:1][c:2]1[c:3]([S:9][CH2:10][CH2:11][CH2:12][CH2:13][OH:14])[n:4][c:5]([NH:15][c:16]2[cH:17][cH:18][c:19]([S:22](=[O:23])(=[O:24])[NH2:25])[n:20][cH:21]2)[n:6][cH:7]1. Starting materials: C(=O)(O)[O-].[Na+] (NaHCO3), C(=O)(OC(C)(C)C)N1[C@H](C=O)CCC1 (N-boc-prolinal), C1=CC=C(C=C1)P(C2=CC=CC=C2)C3=CC=CC=C3 (PPh3), C(Br)(Br)(Br)Br (CBr4). Solvent: C(Cl)Cl (CH2Cl2), C(Cl)Cl (CH2Cl2). Reaction conditions: time 1 hour. Yields the product C(C)(C)(C)OC(=O)N1C(CCC1)C=C(Br)Br (1-(tert-butoxycarbonyl)-2-(2,2-dibromoethenyl)pyrrolidine). The yield is 73.6%. Reaction SMILES: [C:1]([N:8]1[CH2:14][CH2:13][CH2:12][C@H:9]1[CH:10]=O)([O:3][C:4]([CH3:7])([CH3:6])[CH3:5])=[O:2].C1C=CC(P(C2C=CC=CC=2)C2C=CC=CC=2)=CC=1.[C:34](Br)(Br)([Br:36])[Br:35].C([O-])(O)=O.[Na+]>C(Cl)Cl>[C:4]([O:3][C:1]([N:8]1[CH2:14][CH2:13][CH2:12][CH:9]1[CH:10]=[C:34]([Br:36])[Br:35])=[O:2])([CH3:7])([CH3:6])[CH3:5] |f:3.4|. Procedure: To a stirred cold (minus 50° C.) solution of N-boc-prolinal (5.98 g, 30 mmol) and PPh3 (62.95 g, 240 mmol) in CH2Cl2 (200 mL) was slowly added a solution of CBr4 (39.80 g, 120 mmol) in CH2Cl2 (50 mL), and the stirring was continued for 1 hr at 0° C. To this mixture was added sat. NaHCO3 and the mixture was extracted with CHCl3. The extract was washed with H2O, dried over MgSO4, and evaporated. The residue was chromatographed on silica-gel with CHCl3 and n-hexane-AcOEt (4:1, v/v) as eluent to giv... RXN SMILES: [Br:20][N:21]1[C:22](=[O:23])[CH2:24][CH2:25][C:26]1=[O:27].[CH2:58]([Cl:59])[Cl:60].[CH:28]1([CH2:33][CH:34]([C:35](=[O:36])[OH:37])[c:38]2[cH:39][c:40]([N+:48](=[O:49])[O-:50])[c:41]([S:44](=[O:45])(=[O:46])[CH3:47])[cH:42][cH:43]2)[CH2:29][CH2:30][CH2:31][CH2:32]1.[NH2:51][c:52]1[n:53][cH:54][cH:55][cH:56][cH:57]1.[c:1]1([P:2]([c:3]2[cH:4][cH:5][cH:6][cH:7][cH:8]2)[c:9]2[cH:10][cH:11][cH:12][cH:13][cH:14]2)[cH:15][cH:16][cH:17][cH:18][cH:19]1>>[CH:28]1([CH2:33][CH:34]([C:35](=[O:37])[NH:51][c:52]2[n:53][cH:54][cH:55][cH:56][cH:57]2)[c:38]2[cH:39][c:40]([N+:48](=[O:49])[O-:50])[c:41]([S:44](=[O:45])(=[O:46])[CH3:47])[cH:42][cH:43]2)[CH2:29][CH2:30][CH2:31][CH2:32]1. Reactants: O=C1CCC(=O)N1Br, ClCCl, CS(=O)(=O)c1ccc(C(CC2CCCC2)C(=O)O)cc1[N+](=O)[O-], Nc1ccccn1, c1ccc(P(c2ccccc2)c2ccccc2)cc1. Product: CS(=O)(=O)c1ccc(C(CC2CCCC2)C(=O)Nc2ccccn2)cc1[N+](=O)[O-].